This data is from the Open Reaction Database (ORD), a public repository of structured organic reaction records. The task is: describe an organic reaction: reactants, conditions, products, and yield The reactants are C=O (paraformaldehyde), NCCC1CCOCC1 (4-(2-aminoethyl)tetrahydropyran), ClC=1C=C(CN(C(C=C2OC(OC2=O)(C)C)=O)C)C=CC1Cl (N-(3,4-dichloro-benzyl)-2-(2,2-dimethyl-5-oxo-[1,3]dioxolan-4-ylidene)-N-methyl-acetamide). Solvent: CO (methanol). Run at temperature 60 celsius, time 6 hour. Product: ClC=1C=C(CN(C(=O)C=2CN(C(C2O)=O)CCC2CCOCC2)C)C=CC1Cl (4-Hydroxy-5-oxo-1-[2-(tetrahydro-pyran-4-yl)-ethyl]-2,5-dihydro-1H-pyrrole-3-carboxylic acid (3,4-dichloro-benzyl)-methyl-amide). Isolated yield 76.8%. As a reaction SMILES: [CH2:1]=O.[NH2:3][CH2:4][CH2:5][CH:6]1[CH2:11][CH2:10][O:9][CH2:8][CH2:7]1.[Cl:12][C:13]1[CH:14]=[C:15]([CH:30]=[CH:31][C:32]=1[Cl:33])[CH2:16][N:17]([CH3:29])[C:18](=[O:28])[CH:19]=[C:20]1[C:24](=[O:25])OC(C)(C)[O:21]1>CO>[Cl:12][C:13]1[CH:14]=[C:15]([CH:30]=[CH:31][C:32]=1[Cl:33])[CH2:16][N:17]([CH3:29])[C:18]([C:19]1[CH2:1][N:3]([CH2:4][CH2:5][CH:6]2[CH2:11][CH2:10][O:9][CH2:8][CH2:7]2)[C:24](=[O:25])[C:20]=1[OH:21])=[O:28]. Procedure: A mixture of paraformaldehyde (18 mg, 0.563 mmol) and 4-(2-aminoethyl)tetrahydropyran (65 mg, 0.5 mmol) in anhydrous methanol (3 mL) was warmed to 60° C. To the resulting clear homogeneous solution was added N-(3,4-dichloro-benzyl)-2-(2,2-dimethyl-5-oxo-[1,3]dioxolan-4-ylidene)-N-methyl-acetamide (172 mg, 0.5 mmol) and stirring continued for 18 h at 60° C. and an additional 6 h at room temperature. The crude reaction mixture was purified by preparative HPLC on a C18 column using water/methanol (...